Dataset: the Open Reaction Database (ORD), a public repository of structured organic reaction records. Task: describe an organic reaction: reactants, conditions, products, and yield The reactants are CO[C@@H](C(=O)O[C@H]1CC2=C(C=CC=C2CC1)N)C1=CC=CC=C1 ((2R)-8-amino-1,2,3,4-tetrahydronaphthalen-2-yl (2R)-methoxy(phenyl)acetate), [OH-].[Li+] (lithium hydroxide). Solvent: O1CCCC1 (tetrahydrofuran). The product is NC=1C=CC=C2CC[C@H](CC12)O ((2R)-8-amino-1,2,3,4-tetrahydronaphthalen-2-ol). The yield is 81.9%. RXN SMILES: CO[C@H](C1C=CC=CC=1)C([O:6][C@@H:7]1[CH2:16][CH2:15][C:14]2[C:9](=[C:10]([NH2:17])[CH:11]=[CH:12][CH:13]=2)[CH2:8]1)=O.[OH-].[Li+]>O1CCCC1>[NH2:17][C:10]1[CH:11]=[CH:12][CH:13]=[C:14]2[C:9]=1[CH2:8][C@H:7]([OH:6])[CH2:16][CH2:15]2 |f:1.2|. Procedure details: A mixture of Example 24D (3.05 g, 9.80 mmol) in tetrahydrofuran (40 mL) and lithium hydroxide (1 M aq, 30 mL, 30.0 mmol) was stirred vigorously at ambient temperature. After 1.5 hours the reaction mixture was partitioned between 100 mL ethyl acetate:H2O (1:1). The separated organic phase was washed with aq saturated NaHCO3 and brine, dried over Na2SO4, and filtered. The solvent was removed at the rotary evaporator to yield 1.31 g (82% yield) of the title compound as a tan solid. 1H NMR (300 MHz,... Starting materials: FC(C(=O)O)(CC(=O)O)F (2,2-Difluorosuccinic acid). Solvent: FC(C(=O)OC(C(F)(F)F)=O)(F)F (trifluoroacetic anhydride). Product: FC1(C(=O)OC(C1)=O)F (2,2-difluorosuccinic anhydride). As a reaction SMILES: [F:1][C:2]([F:10])([CH2:6][C:7]([OH:9])=[O:8])[C:3](O)=[O:4]>FC(F)(F)C(OC(=O)C(F)(F)F)=O>[F:1][C:2]1([F:10])[CH2:6][C:7](=[O:9])[O:8][C:3]1=[O:4]. Reported procedure: 2,2-Difluorosuccinic acid (120 g, 0.78 moles) and trifluoroacetic anhydride (540 mL) are refluxed (bath temperature 80° C.) for 2 hours. Most of the trifluoroacetic acid is distilled utilizing a short Vigreux column, the final traces are removed under vacuum (12 mm Hg, 50° C.) and finally by stripping twice with carbontetrachloride. The oily residue solidifies on scratching with petroleum ether. Filtration and washing with petroleum either yields 2,2-difluorosuccinic anhydride as slightly violet... Starting materials: N[C@H](CC1=CC=CC=C1)C(=O)O (D-phenylalanine), Cl (hydrochloric acid). Yields the product Cl.N[C@H](CC1=CC=CC=C1)C(=O)O (D-phenylalanine hydrochloride). Reaction SMILES: [NH2:1][C@@H:2]([C:10]([OH:12])=[O:11])[CH2:3][C:4]1[CH:9]=[CH:8][CH:7]=[CH:6][CH:5]=1.[ClH:13]>>[ClH:13].[NH2:1][C@@H:2]([C:10]([OH:12])=[O:11])[CH2:3][C:4]1[CH:9]=[CH:8][CH:7]=[CH:6][CH:5]=1 |f:2.3|. Procedure: The residual mother liquor weighing 1359 g which contained 185.6 mmol of D-phenylalanine having an optical purity of 93.6% was adjusted to pH 0.5 with concentrated hydrochloric acid, and the resulting solution was concentrated until crystals began to precipitate to carry out crystallization. The aqueous slurry containing the crystals was filtered by suction at room temperature to give 74.8 mmol of glossy and grayish crystals of D-phenylalanine hydrochloride having an optical purity of 99.2%. The... Starting materials: CCCCCCCCOc1ccc(-c2ccc(C(=O)CC(C)CC)cc2)cc1, [K+], NN, [OH-], O, O, OCCOCCO. Product: CCCCCCCCOc1ccc(-c2ccc(CCC(C)CC)cc2)cc1. RXN SMILES: [CH2:1]([CH2:2][CH2:3][CH2:4][CH2:5][CH2:6][CH2:7][CH3:8])[O:9][c:10]1[cH:11][cH:12][c:13](-[c:16]2[cH:17][cH:18][c:19]([C:22]([CH2:23][CH:24]([CH2:25][CH3:26])[CH3:27])=[O:28])[cH:20][cH:21]2)[cH:14][cH:15]1.[K+:40].[NH2:30][NH2:31].[OH-:39].[OH2:29].[OH2:41].[OH:32][CH2:33][CH2:34][O:35][CH2:36][CH2:37][OH:38]>>[CH2:1]([CH2:2][CH2:3][CH2:4][CH2:5][CH2:6][CH2:7][CH3:8])[O:9][c:10]1[cH:11][cH:12][c:13](-[c:16]2[cH:17][cH:18][c:19]([CH2:22][CH2:23][CH:24]([CH2:25][CH3:26])[CH3:27])[cH:20][cH:21]2)[cH:14][cH:15]1. The reactants are F[C@H]1CO[C@@H](CC[C@H]1NC(OC(C)(C)C)=O)C1=C(C=NN1C)[N+](=O)[O-] (tert-butyl ((3R,4R,7S)-3-fluoro-7-(1-methyl-4-nitro-1H-pyrazol-5-yl)oxepan-4-yl)carbamate), F[C@H]1CO[C@@H](CC[C@H]1NC(OC(C)(C)C)=O)C1=C(C=NN1C)[N+](=O)[O-] (tert-butyl ((3R,4R,7S)-3-fluoro-7-(1-methyl-4-nitro-1H-pyrazol-5-yl)oxepan-4-yl)carbamate), FC1=C(C(=CC(=C1)OC1CCOCC1)F)C1=C(C=CC(=N1)C(=O)O)F (6-(2,6-difluoro-4-((tetrahydro-2H-pyran-4-yl)oxy)phenyl)-5-fluoropicolinic acid). Product: N[C@@H]1CC[C@H](OC[C@@H]1F)C1=C(C=NN1C)NC(C1=NC(=C(C=C1)F)C1=C(C=C(C=C1F)OC1CCOCC1)F)=O (N-(5-((2S,5R,6R)-5-Amino-6-fluorooxepan-2-yl)-1-methyl-1H-pyrazol-4-yl)-6-(2,6-difluoro-4-((tetrahydro-2H-pyran-4-yl)oxy)phenyl)-5-fluoropicolinamide). Isolated yield 27.0%. Reaction SMILES: [F:1][C@@H:2]1[C@H:8]([NH:9]C(=O)OC(C)(C)C)[CH2:7][CH2:6][C@@H:5]([C:17]2[N:21]([CH3:22])[N:20]=[CH:19][C:18]=2[N+:23]([O-])=O)[O:4][CH2:3]1.[F:26][C:27]1[CH:32]=[C:31]([O:33][CH:34]2[CH2:39][CH2:38][O:37][CH2:36][CH2:35]2)[CH:30]=[C:29]([F:40])[C:28]=1[C:41]1[N:46]=[C:45]([C:47](O)=[O:48])[CH:44]=[CH:43][C:42]=1[F:50]>>[NH2:9][C@H:8]1[C@@H:2]([F:1])[CH2:3][O:4][C@H:5]([C:17]2[N:21]([CH3:22])[N:20]=[CH:19][C:18]=2[NH:23][C:47](=[O:48])[C:45]2[CH:44]=[CH:43][C:42]([F:50])=[C:41]([C:28]3[C:29]([F:40])=[CH:30][C:31]([O:33][CH:34]4[CH2:35][CH2:36][O:37][CH2:38][CH2:39]4)=[CH:32][C:27]=3[F:26])[N:46]=2)[CH2:6][CH2:7]1. Reported procedure: Following the procedure for Example 111 starting from tert-butyl ((3R,4R,7S)-3-fluoro-7-(1-methyl-4-nitro-1H-pyrazol-5-yl)oxepan-4-yl)carbamate (Intermediate 24), and replacing 5-((tert-butoxycarbonyl)amino)-2-(2,6-difluorophenyl)thiazole-4-carboxylic acid with 6-(2,6-difluoro-4-((tetrahydro-2H-pyran-4-yl)oxy)phenyl)-5-fluoropicolinic acid (see US2012/225062) gave 188 as a white solid (12 mg, 27%). 1H NMR (400 MHz, d6-DMSO) δ 10.24 (s, 1H), 8.25 (dd, J=8.6, 3.9 Hz, 1H), 8.17-8.09 (m, 1H), 7.85 (... The product is COC([C@H](CC1CCCCC1)N1C(C=C(C1)OC1=C(C=CC=C1)C(C)(C)C)=O)=O ((S)-2-[4-(2-t-butyl-phenoxy)-2-oxo-2,5-dihydro-pyrrol-1-yl]-3-cyclohexyl-propionic acid methyl ester). Yield: 29.3%. The solvent is CN(C=O)C (N,N-dimethylformamide). Conditions: time 5 minute. Reactants: COC([C@H](CC1CCCCC1)N)=O ((S)-2-amino-3-cyclohexyl-propionic acid methyl ester), C(C)(C)N(C(C)C)CC (N,N-diisopropylethylamine), ice water, C(C)OC(\C=C(/CBr)\OC1=C(C=CC=C1)C(C)(C)C)=O ((E)-4-bromo-3-(2-t-butyl-phenoxy)-but-2-enoic acid ethyl ester). As a reaction SMILES: [CH3:1][O:2][C:3](=[O:13])[C@@H:4]([NH2:12])[CH2:5][CH:6]1[CH2:11][CH2:10][CH2:9][CH2:8][CH2:7]1.C(N(CC)C(C)C)(C)C.C([O:25][C:26](=O)/[CH:27]=[C:28](/[O:31][C:32]1[CH:37]=[CH:36][CH:35]=[CH:34][C:33]=1[C:38]([CH3:41])([CH3:40])[CH3:39])\[CH2:29]Br)C>CN(C)C=O>[CH3:1][O:2][C:3](=[O:13])[C@@H:4]([N:12]1[CH2:29][C:28]([O:31][C:32]2[CH:37]=[CH:36][CH:35]=[CH:34][C:33]=2[C:38]([CH3:41])([CH3:40])[CH3:39])=[CH:27][C:26]1=[O:25])[CH2:5][CH:6]1[CH2:11][CH2:10][CH2:9][CH2:8][CH2:7]1. Reported procedure: To a stirred solution of (S)-2-amino-3-cyclohexyl-propionic acid methyl ester (960 mg, 0.005 mol) in N,N-dimethylformamide (8 mL) was added N,N-diisopropylethylamine (3.00 g, 0.023 mol) slowly at room temperature, under nitrogen. The resulting mixture was stirred for 5 min and then treated with (E)-4-bromo-3-(2-t-butyl-phenoxy)-but-2-enoic acid ethyl ester (1.60 g, 0.005 mol) and the reaction mixture was heated at 110° C.-120° C. for 16 h. After this time, ice water was added and the resulting m... The reactants are C(=O)(O)[O-].[Na+] (NaHCO3), [OH-].[Na+] (sodium hydroxide), C(CC)C(=O)C=O (propylglyoxal), Br.Br.NCC(=N)N (aminoacetamidine dihyrobromide), [OH-].[Na+] (sodium hydroxide), Cl (HCl). Reported procedure: 5-propyl-2-pyrazinone-4-N-oxide is first synthesized by condensing equimolar amounts of methyl dimethoxyacetate and methyl butyrate in the presence of 1 equivalent of sodium methoxide in dry benzene at reflux for about 3-4 hours (See scheme II). The cooled solution is subsequently poured into cold 50% acetic acid, separated and the aqueous portion is extracted with ether (3X). Organic extracts are washed with saturated sodium bicarbonate, dried and concentrated to yield 2-ethyl-4,4-dimethoxyacet... RXN SMILES: C([O-])(O)=O.[Na+].[CH2:6]([C:9]([CH:11]=O)=O)[CH2:7][CH3:8].Br.Br.[NH2:15][CH2:16][C:17]([NH2:19])=[NH:18].[OH-].[Na+].Cl>CO>[NH2:19][C:17]1[CH:16]=[N:15][C:9]([CH2:6][CH2:7][CH3:8])=[CH:11][N:18]=1 |f:0.1,3.4.5,6.7|. Yields the product NC1=NC=C(N=C1)CCC (2-amino-5-propylpyrazine). Run in CO (methanol).